Dataset: the Open Reaction Database (ORD), a public repository of structured organic reaction records. Task: describe an organic reaction: reactants, conditions, products, and yield As a reaction SMILES: [Cl:1][C:2]1[CH:7]=[CH:6][C:5]([N:8]2[CH2:12][CH2:11][CH:10]([C:13](O)=O)[C:9]2=[O:16])=[CH:4][CH:3]=1.C=O.COC1CCNCC1>CO>[Cl:1][C:2]1[CH:7]=[CH:6][C:5]([N:8]2[CH2:12][CH2:11][C:10](=[CH2:13])[C:9]2=[O:16])=[CH:4][CH:3]=1. Isolated yield 62.9%. Reported procedure: 1.56 g of 1-(4-chlorophenyl)-3-carboxy-2-pyrrolidinone was mixed with 7 ml of methanol. Thereto were added 0.26 g of 75% paraformaldehyde and 0.75 g of 4-methoxypiperidine. The mixture was refluxed for 2 hours. The reaction mixture was concentrated to dryness. The residue was purified by silica gel column chromatography using chloroform (a solvent) to obtain 0.85 g of 1-(4-chlorophenyl)-3-methylene-2-pyrrolidinone. The solvent is CO (methanol). Reactants: C=O (paraformaldehyde), COC1CCNCC1 (4-methoxypiperidine), ClC1=CC=C(C=C1)N1C(C(CC1)C(=O)O)=O (1-(4-chlorophenyl)-3-carboxy-2-pyrrolidinone). Yields the product ClC1=CC=C(C=C1)N1C(C(CC1)=C)=O (1-(4-chlorophenyl)-3-methylene-2-pyrrolidinone). Starting materials: O1CCOC12CCNCC2 (1,4-dioxa-8-aza-spiro[4.5]decane), S(=O)(=O)(N)N (sulfamide). Reported procedure: A solution of 1,4-dioxa-8-aza-spiro[4.5]decane (2 mL) and sulfamide (1.65 g) in 1,4-dioxane (28 mL) was heated at reflux for 48 h, then the volatiles were evaporated to afford the title compound as a pale yellow solid. Yield: 3.4 g Run in O1CCOCC1 (1,4-dioxane). Product: O1CCOC12CCN(CC2)S(=O)(=O)N (1,4-Dioxa-8-azaspiro[4.5]decane-8-sulfonamide). RXN SMILES: [O:1]1[C:5]2([CH2:10][CH2:9][NH:8][CH2:7][CH2:6]2)[O:4][CH2:3][CH2:2]1.[S:11](N)([NH2:14])(=[O:13])=[O:12]>O1CCOCC1>[O:1]1[C:5]2([CH2:10][CH2:9][N:8]([S:11]([NH2:14])(=[O:13])=[O:12])[CH2:7][CH2:6]2)[O:4][CH2:3][CH2:2]1. Starting materials: BrC=1C=C(C=CC1F)[C@]1(N=C(SCC1)N)C ((S)-4-(3-bromo-4-fluorophenyl)-4-methyl-5,6-dihydro-4H-1,3-thiazin-2-amine), N1=CC=CC=C1 (pyridine), C(C)(=O)OC(C)=O (acetic acid anhydride), O (water). The solvent is O1CCCC1 (tetrahydrofuran). Conditions: time 10 minute. Product: BrC=1C=C(C=CC1F)[C@]1(N=C(SCC1)NC(C)=O)C ((S)-N-(4-(3-bromo-4-fluorophenyl)-4-methyl-5,6-dihydro-4H-1,3-thiazin-2-yl)acetamide). The yield is 83.0%. As a reaction SMILES: [Br:1][C:2]1[CH:3]=[C:4]([C@:9]2([CH3:16])[CH2:14][CH2:13][S:12][C:11]([NH2:15])=[N:10]2)[CH:5]=[CH:6][C:7]=1[F:8].N1C=CC=CC=1.[C:23](OC(=O)C)(=[O:25])[CH3:24].O>O1CCCC1>[Br:1][C:2]1[CH:3]=[C:4]([C@:9]2([CH3:16])[CH2:14][CH2:13][S:12][C:11]([NH:15][C:23](=[O:25])[CH3:24])=[N:10]2)[CH:5]=[CH:6][C:7]=1[F:8]. Reported procedure: To a solution of (S)-4-(3-bromo-4-fluorophenyl)-4-methyl-5,6-dihydro-4H-1,3-thiazin-2-amine (550 mg, 1.8 mmoles, 1.0 equiv) in tetrahydrofuran (20 mL) is added pyridine (720 mg, 9.0 mmoles, 5 equiv) and acetic acid anhydride (220 mg, 2.2 mmoles, 1.2 equiv). After 10 minutes, the reaction is poured into water and the aqueous mixture is extracted with dichloromethane. The organic phase is separated and washed with 1N HCl and saturated aqueous NaCl, dried over magnesium sulfate, filtered, and conce... The reactants are BrC=1C=C(C=NC1)CO ((5-bromopyridin-3-yl)methanol), [Cu](C#N)C#N (copper cyanide), [NH4+].[Cl-] (NH4Cl). The solvent is N (ammonia), N1=CC=CC=C1 (pyridine). Run at temperature 160 celsius. Product: OCC=1C=C(C=NC1)C#N (5-(hydroxymethyl)pyridine-3-carbonitrile). The yield is 71.1%. Reaction SMILES: Br[C:2]1[CH:3]=[C:4]([CH2:8][OH:9])[CH:5]=[N:6][CH:7]=1.[Cu](C#N)[C:11]#[N:12].[NH4+].[Cl-]>N1C=CC=CC=1.N>[OH:9][CH2:8][C:4]1[CH:3]=[C:2]([C:11]#[N:12])[CH:7]=[N:6][CH:5]=1 |f:2.3|. Procedure: A mixture of 4.2 g (22.34 mmol) of (5-bromopyridin-3-yl)methanol and 5 g (55.84 mmol) of copper cyanide in 22 mL of pyridine is heated for 20 hours in a sealed tube at 160° C. After cooling to room temperature, the medium is taken up in 10 mL of concentrated aqueous ammonia and 30 mL of saturated NH4Cl solution and then stirred for 2 hours. The medium is then extracted with 200 mL of a DCM/iPrOH mixture (85/15), dried over Na2SO4 and then concentrated under reduced pressure and purified by chrom... The reactants are C1CCOC1, Cn1ccc(NC(=O)c2cc(O)c3c(c2)OC(C)(C)C3)n1, CC(C)OC(=O)N=NC(=O)OC(C)C, c1ccc(P(c2ccccc2)c2ccccc2)cc1, CC(O)c1ccccn1. Yields the product CC(Oc1cc(C(=O)Nc2ccn(C)n2)cc2c1CC(C)(C)O2)c1ccccn1. Reaction SMILES: [CH2:64]1[O:65][CH2:66][CH2:67][CH2:68]1.[CH3:1][n:2]1[n:3][c:4]([NH:7][C:8](=[O:9])[c:10]2[cH:11][c:12]3[c:13]([c:19]([OH:21])[cH:20]2)[CH2:14][C:15]([CH3:17])([CH3:18])[O:16]3)[cH:5][cH:6]1.[O:50]=[C:51]([O:52][CH:53]([CH3:54])[CH3:55])[N:56]=[N:57][C:58]([O:59][CH:60]([CH3:61])[CH3:62])=[O:63].[c:31]1([P:32]([c:33]2[cH:34][cH:35][cH:36][cH:37][cH:38]2)[c:39]2[cH:40][cH:41][cH:42][cH:43][cH:44]2)[cH:45][cH:46][cH:47][cH:48][cH:49]1.[n:22]1[c:23]([CH:28]([CH3:29])[OH:30])[cH:24][cH:25][cH:26][cH:27]1>>[CH3:1][n:2]1[n:3][c:4]([NH:7][C:8](=[O:9])[c:10]2[cH:11][c:12]3[c:13]([c:19]([O:21][CH:28]([c:23]4[n:22][cH:27][cH:26][cH:25][cH:24]4)[CH3:29])[cH:20]2)[CH2:14][C:15]([CH3:17])([CH3:18])[O:16]3)[cH:5][cH:6]1. Reactants: C(#N)C1=CC=C(C=C1)S(=O)(=O)N(CC=O)C (4-Cyano-N-methyl-N-(2-oxo-ethyl)-benzenesulfonamide), C(#N)C1=CC=C(C=C1)S(=O)(=O)N(CC=O)C (4-Cyano-N-methyl-N-(2-oxo-ethyl)-benzenesulfonamide), C(C)(C)(C)OC(=O)N1CC2CNCC(C1)O2 (9-oxa-3,7-diaza-bicyclo[3.3.1]nonane-3-carboxylic acid tert-butyl ester), C(C)(=O)O (acetic acid), [BH3-]C#N.[Na+] (NaBH3CN). The solvent is ClCCl (dichloromethane). Conditions: temperature 0 celsius, time 8 hour. The product is C(C)(C)(C)OC(=O)N1CC2CN(CC(C1)O2)CCN(C)S(=O)(=O)C2=CC=C(C=C2)C#N (7-{2-[(4-Cyano-benzenesulfonyl)-methyl-amino]-ethyl}-9-oxa-3,7-diaza-bicyclo[3.3.1]nonane-3-carboxylic acid tert-butyl ester). As a reaction SMILES: [C:1]([C:3]1[CH:8]=[CH:7][C:6]([S:9]([N:12]([CH3:16])[CH2:13][CH:14]=O)(=[O:11])=[O:10])=[CH:5][CH:4]=1)#[N:2].[C:17]([O:21][C:22]([N:24]1[CH2:31][CH:30]2[O:32][CH:26]([CH2:27][NH:28][CH2:29]2)[CH2:25]1)=[O:23])([CH3:20])([CH3:19])[CH3:18].C(O)(=O)C.[BH3-]C#N.[Na+]>ClCCl>[C:17]([O:21][C:22]([N:24]1[CH2:25][CH:26]2[O:32][CH:30]([CH2:29][N:28]([CH2:14][CH2:13][N:12]([S:9]([C:6]3[CH:7]=[CH:8][C:3]([C:1]#[N:2])=[CH:4][CH:5]=3)(=[O:11])=[O:10])[CH3:16])[CH2:27]2)[CH2:31]1)=[O:23])([CH3:20])([CH3:18])[CH3:19] |f:3.4|. Procedure details: A mixture of step (ii) product 4-Cyano-N-methyl-N-(2-oxo-ethyl)-benzenesulfonamide (4.97 g), and 9-oxa-3,7-diaza-bicyclo[3.3.1]nonane-3-carboxylic acid tert-butyl ester (4.95 g; see WO 01/28992) and acetic acid (1.7 ml) in dry dichloromethane (50 ml) was stirred at RT for 3 h and then cooled to 0° C. NaBH3CN (1.96 g, 0.0312 mol) was added and stirring continued at RT overnight under nitrogen atmosphere. The reaction mixture was quenched with water, extracted with dichloromethane, washed with wat... Reactants: Cc1cc2c(cc1Br)C(C)(C)CCC2(C)C, ClC(Cl)(Cl)Cl, CC(C)(C#N)N=NC(C)(C)C#N, O=C1CCC(=O)N1Br. Product: CC1(C)CCC(C)(C)c2cc(CBr)c(Br)cc21. As a reaction SMILES: [Br:1][c:2]1[cH:3][c:4]2[c:9]([cH:10][c:11]1[CH3:12])[C:8]([CH3:13])([CH3:14])[CH2:7][CH2:6][C:5]2([CH3:15])[CH3:16].[Cl:37][C:38]([Cl:39])([Cl:40])[Cl:41].[N:25]([C:26]([CH3:27])([CH3:28])[C:29]#[N:30])=[N:31][C:32]([CH3:33])([CH3:34])[C:35]#[N:36].[O:17]=[C:18]1[N:19]([Br:24])[C:20](=[O:21])[CH2:22][CH2:23]1>>[Br:1][c:2]1[cH:3][c:4]2[c:9]([cH:10][c:11]1[CH2:12][Br:24])[C:8]([CH3:13])([CH3:14])[CH2:7][CH2:6][C:5]2([CH3:15])[CH3:16].